The task is: describe an organic reaction: reactants, conditions, products, and yield. This data is from the Open Reaction Database (ORD), a public repository of structured organic reaction records. Starting materials: OO (hydrogen peroxide), [OH-].[Na+] (sodium hydroxide), C(N)(=O)C1=C(C(=NN1C)CCC)NC(CC1=CC=C(C=C1)CBr)=O (N-(5-carbamoyl-1-methyl-3-propyl-1H-pyrazolyl)-2-(4-bromomethylphenyl)acetamide). Run in O (water), O1CCOCC1 (dioxan). Run at temperature 90 celsius, time 4 hour. Product: OCC1=CC=C(CC=2NC(C3=C(N2)C(=NN3C)CCC)=O)C=C1 (5-(4-hydroxymethylbenzyl)-1-methyl-3-propyl-6,7-dihydro-1H-pyrazolo[4,3-d]pyrimidin-7-one). Reaction SMILES: [OH:1]O.[OH-].[Na+].[C:5]([C:8]1[N:12]([CH3:13])[N:11]=[C:10]([CH2:14][CH2:15][CH3:16])[C:9]=1[NH:17][C:18](=O)[CH2:19][C:20]1[CH:25]=[CH:24][C:23]([CH2:26]Br)=[CH:22][CH:21]=1)(=[O:7])[NH2:6]>O.O1CCOCC1>[OH:1][CH2:26][C:23]1[CH:24]=[CH:25][C:20]([CH2:19][C:18]2[NH:6][C:5](=[O:7])[C:8]3[N:12]([CH3:13])[N:11]=[C:10]([CH2:14][CH2:15][CH3:16])[C:9]=3[N:17]=2)=[CH:21][CH:22]=1 |f:1.2|. Reported procedure: Aqueous hydrogen peroxide (0.24 ml, 30% w/w, 0.0021 mol) was added to a solution of sodium hydroxide (180 mg, 0.0045 mol) in water (10 ml). A solution of N-(5-carbamoyl-1-methyl-3-propyl-1H-pyrazolyl)-2-(4-bromomethylphenyl)acetamide (400 mg, 0.001 mol) in dioxan (5 ml) was then added and the mixture stirred at 90° C. for 4 hours. On cooling, the reaction mixture was concentrated under reduced pressure, the residue dissolved in water (10 ml) and acidified to pH 5 with 1N aqueous hydrochloric aci... Starting materials: C(C1=CC=CC=C1)NC1=NC=CC2=CC(=C(C=C12)OC)I (benzyl-(6-iodo-7-methoxyisoquinoline-1-yl)amine), ClCCl (dichloromethane), ClCCNC(OC(C)(C)C)=O (t-butyl (2-chloroethyl)carbamate), C([O-])([O-])=O.[K+].[K+] (potassium carbonate). Solvent: C(C)(=O)O (acetic acid), Br (hydrobromic acid). Reaction conditions: temperature 140 celsius, time 8 hour. Product: NC1=NC=CC2=CC(=C(C=C12)OCCNC(OC(C)(C)C)=O)I (t-butyl [2-(1-amino-6-iodoisoquinoline-7-yloxy)ethyl]carbamate). RXN SMILES: C([NH:8][C:9]1[C:18]2[C:13](=[CH:14][C:15]([I:21])=[C:16]([O:19][CH3:20])[CH:17]=2)[CH:12]=[CH:11][N:10]=1)C1C=CC=CC=1.ClC[CH2:24][NH:25][C:26](=[O:32])[O:27][C:28]([CH3:31])([CH3:30])[CH3:29].C(=O)([O-])[O-].[K+].[K+].ClCCl>C(O)(=O)C.Br>[NH2:8][C:9]1[C:18]2[C:13](=[CH:14][C:15]([I:21])=[C:16]([O:19][CH2:20][CH2:24][NH:25][C:26](=[O:32])[O:27][C:28]([CH3:31])([CH3:30])[CH3:29])[CH:17]=2)[CH:12]=[CH:11][N:10]=1 |f:2.3.4|. Procedure details: 10.4 g (26.7 mmol) of benzyl-(6-iodo-7-methoxyisoquinoline-1-yl)amine was dissolved in a mixture of 8 ml of acetic acid and 40 ml of hydrobromic acid, and the obtained solution was stirred at 140° C. overnight. The solvent was evaporated, and the residue was dissolved in 50 ml of DMF. 14.6 g (65.2 mmol) of t-butyl (2-chloroethyl)carbamate and 4.95 g (163 mmol) of potassium carbonate were added to the obtained solution, and they were stirred at 70° C. overnight. After the treatment with dichlorom... The reactants are C(C)(C)(C)OC(=O)OC1=CC=C(C=2OCC(NC21)=O)CCN(C(OC(C)(C)C)=O)CCN(C(CCOCCC2=CC(=CC=C2)C=2N=NN(C2)C)=O)C2CCCCC2 (tert-butyl 2-(5-(tert-butoxycarbonyloxy)-3-oxo-3,4-dihydro-2H-benzo[b][1,4]oxazin-8-yl)ethyl(2-(N-cyclohexyl-3-(3-(1-methyl-1H-1,2,3-triazol-4-yl)phenethoxy)propanamido)ethyl)carbamate), C(=O)(C(F)(F)F)O (TFA). Solvent: C(Cl)Cl (DCM). Conditions: temperature 25 celsius, time 30 minute. Yields the product FC(C(=O)O)(F)F.C1(CCCCC1)N(C(CCOCCC1=CC(=CC=C1)C=1N=NN(C1)C)=O)CCNCCC1=CC=C(C2=C1OCC(N2)=O)O (N-Cyclohexyl-N-(2-(2-(5-hydroxy-3-oxo-3,4-dihydro-2H-benzo[b][1,4]oxazin-8-yl)ethylamino)ethyl)-3-(3-(1-methyl-1H-1,2,3-triazol-4-yl)phenethoxy)propanamide Trifluoroacetic Acid Salt). As a reaction SMILES: C(OC([O:8][C:9]1[C:18]2[NH:17][C:16](=[O:19])[CH2:15][O:14][C:13]=2[C:12]([CH2:20][CH2:21][N:22]([CH2:30][CH2:31][N:32]([CH:52]2[CH2:57][CH2:56][CH2:55][CH2:54][CH2:53]2)[C:33](=[O:51])[CH2:34][CH2:35][O:36][CH2:37][CH2:38][C:39]2[CH:44]=[CH:43][CH:42]=[C:41]([C:45]3[N:46]=[N:47][N:48]([CH3:50])[CH:49]=3)[CH:40]=2)C(=O)OC(C)(C)C)=[CH:11][CH:10]=1)=O)(C)(C)C.[C:58]([OH:64])([C:60]([F:63])([F:62])[F:61])=[O:59]>C(Cl)Cl>[F:61][C:60]([F:63])([F:62])[C:58]([OH:64])=[O:59].[CH:52]1([N:32]([CH2:31][CH2:30][NH:22][CH2:21][CH2:20][C:12]2[C:13]3[O:14][CH2:15][C:16](=[O:19])[NH:17][C:18]=3[C:9]([OH:8])=[CH:10][CH:11]=2)[C:33](=[O:51])[CH2:34][CH2:35][O:36][CH2:37][CH2:38][C:39]2[CH:44]=[CH:43][CH:42]=[C:41]([C:45]3[N:46]=[N:47][N:48]([CH3:50])[CH:49]=3)[CH:40]=2)[CH2:57][CH2:56][CH2:55][CH2:54][CH2:53]1 |f:3.4|. Reported procedure: A mixture of tert-butyl 2-(5-(tert-butoxycarbonyloxy)-3-oxo-3,4-dihydro-2H-benzo[b][1,4]oxazin-8-yl)ethyl(2-(N-cyclohexyl-3-(3-(1-methyl-1H-1,2,3-triazol-4-yl)phenethoxy)propanamido)ethyl)carbamate [Example 5, Step iv)] (290 mg), DCM (5 mL) and TFA (2.5 mL) was stirred at 25° C. for 30 min. The reaction mixture was evaporated to afford crude product. The crude product was purified by preparative HPLC on a Phenomenex Gemini column using a 15-60% gradient of aqueous 0.1% trifluoroacetic acid in ac... The reactants are ClCC=1N=C2N(C=C(C=C2)C)C1 (2-(chloromethyl)-6-methylimidazo[1,2-a]pyridine), ClC=1C=CC(=C(C#N)C1)N1CCNCC1 (5-chloro-2-(piperazin-1-yl)benzonitrile). Product: ClC=1C=CC(=C(C#N)C1)N1CCN(CC1)CC=1N=C2N(C=C(C=C2)C)C1 (5-Chloro-2-[4-[(6-methylimidazo[1,2-a]pyridin-2-yl)methyl]-1-piperazinyl]benzonitrile). Isolated yield 31.1%. As a reaction SMILES: Cl[CH2:2][C:3]1[N:4]=[C:5]2[CH:10]=[CH:9][C:8]([CH3:11])=[CH:7][N:6]2[CH:12]=1.[Cl:13][C:14]1[CH:15]=[CH:16][C:17]([N:22]2[CH2:27][CH2:26][NH:25][CH2:24][CH2:23]2)=[C:18]([CH:21]=1)[C:19]#[N:20]>>[Cl:13][C:14]1[CH:15]=[CH:16][C:17]([N:22]2[CH2:23][CH2:24][N:25]([CH2:2][C:3]3[N:4]=[C:5]4[CH:10]=[CH:9][C:8]([CH3:11])=[CH:7][N:6]4[CH:12]=3)[CH2:26][CH2:27]2)=[C:18]([CH:21]=1)[C:19]#[N:20]. Reported procedure: Following the general procedure of Example 9, Step 2, and making non-critical variations, 2-(chloromethyl)-6-methylimidazo[1,2-α]pyridine (Example 9, Step 1; 0.2792 g) and 5-chloro-2-(piperazin-1-yl)benzonitrile (Example 32, Step 1; 0.4029 g) give 0.176 g of the title compound after chromatography and crystallization from ethyl ether/dichloromethane; mp 135-136° C.; MS m/z 365, 367; IR (mineral oil) 1486, 803, 1341, 825, 1333 cm-1 ; 1H NMR (CDCl3) δ2.31, 2.78, 3.25, 3.77, 6.92, 7.00, 7.39-7.50, ... Starting materials: P(=O)(O)(O)[O-].[Na+] (sodium dihydrogenphosphate), Cl(=O)[O-].[Na+] (sodium chlorite), CC1=C(C=O)C=CC(=C1C)OC (2,3-dimethyl-4-methoxybenzaldehyde). Solvent: O (water), CS(=O)C (dimethyl sulfoxide), O (water). Conditions: time 2 hour. Product: COC1=C(C(=C(C(=O)O)C=C1)C)C (4-Methoxy-2,3-dimethylbenzoic acid). Isolated yield 98.7%. RXN SMILES: [CH3:1][C:2]1[C:9]([CH3:10])=[C:8]([O:11][CH3:12])[CH:7]=[CH:6][C:3]=1[CH:4]=[O:5].P([O-])(O)(O)=[O:14].[Na+].Cl([O-])=O.[Na+]>CS(C)=O.O>[CH3:12][O:11][C:8]1[CH:7]=[CH:6][C:3]([C:4]([OH:14])=[O:5])=[C:2]([CH3:1])[C:9]=1[CH3:10] |f:1.2,3.4|. Reported procedure: 60.0 g of 2,3-dimethyl-4-methoxybenzaldehyde (DI) are dissolved in 1.20 l of dimethyl sulfoxide. A solution of 131.5 g of sodium dihydrogenphosphate and 132.2 g of sodium chlorite in 480 ml of water is subsequently added dropwise, during which the temperature of the reaction batch is kept below 40° C. The reaction mixture is then stirred at room temperature for a further 2 hours. For work-up, the suspension is diluted with 2.0 l of water and stirred for a further hour. The resultant precipitate ...